This data is from the Open Reaction Database (ORD), a public repository of structured organic reaction records. The task is: describe an organic reaction: reactants, conditions, products, and yield The solvent is CCCCCC (hexane), C(C)OCC (diethyl ether), C(C)OCC (diethyl ether). As a reaction SMILES: [Cl-].[CH3:2][O:3][CH2:4][P+](C1C=CC=CC=1)(C1C=CC=CC=1)C1C=CC=CC=1.C([Li])CCC.[CH3:29][O:30][C:31]1[CH:32]=[C:33]2[C:38](=[CH:39][CH:40]=1)[C:37](=O)[C:36]([C:43]1[CH:48]=[CH:47][C:46]([O:49][CH3:50])=[CH:45][CH:44]=1)([CH3:42])[CH2:35][CH2:34]2.[Cl-].[NH4+]>C(OCC)C.CCCCCC>[CH3:29][O:30][C:31]1[CH:32]=[C:33]2[C:38](=[CH:39][CH:40]=1)[C:37](=[CH:2][O:3][CH3:4])[C:36]([C:43]1[CH:48]=[CH:47][C:46]([O:49][CH3:50])=[CH:45][CH:44]=1)([CH3:42])[CH:35]=[CH:34]2 |f:0.1,4.5|. Starting materials: C(CCC)[Li] (n-butyl-lithium), COC=1C=C2CCC(C(C2=CC1)=O)(C)C1=CC=C(C=C1)OC (6-methoxy-2-(4-methoxyphenyl)-2-methyltetralone), [Cl-].[NH4+] (ammonium chloride), [Cl-].COC[P+](C1=CC=CC=C1)(C1=CC=CC=C1)C1=CC=CC=C1 ((methoxymethyl)triphenylphosphonium chloride). Procedure: A suspension of (methoxymethyl)triphenylphosphonium chloride (25.7 g) in diethyl ether (400 ml) was stirred under an argon atmosphere and cooled in an ice-bath while a solution of n-butyl-lithium in hexane (1.6M, 46 ml) was added slowly over 10 minutes. The reaction mixture was then stirred at that temperature for 1 hour. A solution of 6-methoxy-2-(4-methoxyphenyl)-2-methyltetralone (8.9 g ) in diethyl ether 150 ml) was added to the reaction, and it was then stirred at room temperature for 16 h,... Product: COC=1C=C2C=CC(C(C2=CC1)=COC)(C)C1=CC=C(C=C1)OC (6-methoxy-1-methoxymethylene-2-(4-methoxyphenyl)-2-methylnaphthalene). Starting materials: Diamine, C(C1=CC=CC=C1)(=O)NC=1SC[C@H]2[C@@](N1)(CO[C@H](C2)C)C=2SC=C(N2)NC(=O)C2=NC=C(C=C2)OC(F)F (N-{2-[(4aR,6S,8aR)-2-(benzoylamino)-6-methyl-4,4a,5,6-tetrahydropyrano[3,4-d][1,3]thiazin-8a(8H)-yl]-1,3-thiazol-4-yl}-5-(difluoromethoxy)pyridine-2-carboxamide), Cl (hydrochloric acid). Run in ClCCl (dichloromethane), C1(=CC=CC=C1)C (toluene). Run at temperature 35 celsius, time 10 minute. The product is Cl.NC=1SC[C@H]2[C@@](N1)(CO[C@H](C2)C)C=2SC=C(N2)NC(=O)C2=NC=C(C=C2)OC(F)F (N-{2-[(4aR,6S,8a R)-2-amino-6-methyl-4,4a,5,6-tetrahydropyrano[3,4-d][1,3]thiazin-8a (8H)-yl]-1,3-thiazol-4-yl}-5-(difluoromethoxy)pyridine-2-carboxamide, hydrochloride salt). RXN SMILES: C([NH:9][C:10]1[S:11][CH2:12][C@@H:13]2[CH2:19][C@H:18]([CH3:20])[O:17][CH2:16][C@:14]2([C:21]2[S:22][CH:23]=[C:24]([NH:26][C:27]([C:29]3[CH:34]=[CH:33][C:32]([O:35][CH:36]([F:38])[F:37])=[CH:31][N:30]=3)=[O:28])[N:25]=2)[N:15]=1)(=O)C1C=CC=CC=1.[ClH:39]>C1(C)C=CC=CC=1.ClCCl>[ClH:39].[NH2:9][C:10]1[S:11][CH2:12][C@@H:13]2[CH2:19][C@H:18]([CH3:20])[O:17][CH2:16][C@:14]2([C:21]2[S:22][CH:23]=[C:24]([NH:26][C:27]([C:29]3[CH:34]=[CH:33][C:32]([O:35][CH:36]([F:37])[F:38])=[CH:31][N:30]=3)=[O:28])[N:25]=2)[N:15]=1 |f:4.5|. Procedure details: SiliCycle, SiliaMetS® Diamine (4.72 g, 5.36 mmol) was added to a solution of C9 (1.00 g, 1.79 mmol) in toluene (10 mL), and the reaction mixture was heated at reflux overnight. After being cooled to 35° C., the reaction mixture was diluted with dichloromethane (10 mL), stirred for 10 minutes at 35° C., and filtered through diatomaceous earth to remove the SiliCycle reagent. The filter pad was rinsed with dichloromethane and the combined filtrates were heated to reflux and displaced with isopropy... The product is CC(F)(F)c1cc[n+]([O-])c(Cl)c1. The reactants are CC(F)(F)c1ccnc(Cl)c1, O=C(O)C(F)(F)F, OO. Reaction SMILES: [Cl:1][c:2]1[n:3][cH:4][cH:5][c:6]([C:8]([CH3:9])([F:10])[F:11])[cH:7]1.[F:14][C:15]([F:16])([F:17])[C:18]([OH:19])=[O:20].[OH:12][OH:13]>>[Cl:1][c:2]1[n+:3]([O-:12])[cH:4][cH:5][c:6]([C:8]([CH3:9])([F:10])[F:11])[cH:7]1. Reactants: O(S(=O)(=O)C(F)(F)F)S(=O)(=O)C(F)(F)F ((CF3SO2)2O), C(C)(=O)N(N)C(=O)[C@H]1N2C(N([C@H](CC1)C2)OCC2=CC=CC=C2)=O ((2S,5R)—N-acetyl-6-(benzyloxy)-7-oxo-1,6-diazabicyclo[3.2.1]octane-2-carbohydrazide), N1=CC=CC=C1 (pyridine). Run in C(Cl)Cl (DCM). Reaction conditions: temperature 0 celsius, time 1 hour. The product is C(C1=CC=CC=C1)ON1[C@@H]2CC[C@H](N(C1=O)C2)C=2OC(=NN2)C ((2S,5R)-6-(benzyloxy)-2-(5-methyl-1,3,4-oxadiazol-2-yl)-1,6-diaza-bicyclo[3.2.1]octan-7-one). Isolated yield 63.0%. As a reaction SMILES: O(S(C(F)(F)F)(=O)=O)S(C(F)(F)F)(=O)=O.C([N:19]([C:21]([C@@H:23]1[CH2:29][CH2:28][C@@H:27]2[CH2:30][N:24]1[C:25](=[O:39])[N:26]2[O:31][CH2:32][C:33]1[CH:38]=[CH:37][CH:36]=[CH:35][CH:34]=1)=[O:22])[NH2:20])(=O)C.N1C=CC=[CH:42][CH:41]=1>C(Cl)Cl>[CH2:32]([O:31][N:26]1[C:25](=[O:39])[N:24]2[CH2:30][C@H:27]1[CH2:28][CH2:29][C@H:23]2[C:21]1[O:22][C:41]([CH3:42])=[N:20][N:19]=1)[C:33]1[CH:34]=[CH:35][CH:36]=[CH:37][CH:38]=1. Procedure: (CF3SO2)2O (0.50 mL) was slowly added to a solution of (2S,5R)—N-acetyl-6-(benzyloxy)-7-oxo-1,6-diazabicyclo[3.2.1]octane-2-carbohydrazide (0.5 g) and pyridine (0.5 mL) in dry DCM (10 mL) at −10° C. The reaction mixture was stirred at 0° C. for 1 h and then quenched carefully with sat. NaHCO3. The organic layer was separated and the aqueous layer was exacted with EtOAc (3×). The combined organic layer was dried over Na2SO4, concentrated and purified by silica gel column chromatography (gradient ...